From a dataset of the Open Reaction Database (ORD), a public repository of structured organic reaction records. describe an organic reaction: reactants, conditions, products, and yield Starting materials: CCOC(=O)C1CCC2(C1)OCCO2, O=C(O)C1CCC2(CC1)OCCO2, CCOC(=O)C1CCC2(CC1)OCCO2. Product: O=C(O)C1CCC2(C1)OCCO2. RXN SMILES: [O:14]1[C:15]2([CH2:16][CH2:17][CH:18]([C:19]([O:20][CH2:21][CH3:22])=[O:23])[CH2:24]2)[O:25][CH2:26][CH2:27]1.[O:1]1[CH2:2][CH2:3][O:4][C:5]12[CH2:6][CH2:7][CH:8]([C:11](=[O:12])[OH:13])[CH2:9][CH2:10]2.[O:28]1[C:29]2([CH2:30][CH2:31][CH:32]([C:33]([O:34][CH2:35][CH3:36])=[O:37])[CH2:38][CH2:39]2)[O:40][CH2:41][CH2:42]1>>[O:1]1[CH2:2][CH2:3][O:4][C:5]12[CH2:7][CH:8]([C:11](=[O:12])[OH:13])[CH2:9][CH2:10]2. The reactants are C([O-])([O-])=O.[Na+].[Na+] (sodium carbonate), OO (hydrogen peroxide), [O-]P1(=O)OP(=O)(OP(=O)(OP(=O)(OP(=O)(OP(=O)(O1)[O-])[O-])[O-])[O-])[O-].[Na+].[Na+].[Na+].[Na+].[Na+].[Na+] (sodium hexametaphosphate). Product: C(=O)([O-])[O-].C(=O)([O-])[O-].OO.OO.OO.[Na+].[Na+].[Na+].[Na+] (sodium percarbonate). Reaction SMILES: [C:1](=[O:4])([O-:3])[O-:2].[Na+:5].[Na+].[OH:7][OH:8].[O-]P1(OP([O-])(=O)OP([O-])(=O)OP([O-])(=O)OP([O-])(=O)OP([O-])(=O)O1)=O.[Na+].[Na+].[Na+].[Na+].[Na+].[Na+]>>[C:1]([O-:4])([O-:3])=[O:2].[C:1]([O-:4])([O-:3])=[O:2].[OH:7][OH:8].[OH:7][OH:8].[OH:7][OH:8].[Na+:5].[Na+:5].[Na+:5].[Na+:5] |f:0.1.2,4.5.6.7.8.9.10,11.12.13.14.15.16.17.18.19|. Procedure: Wet sodium percarbonate salt was prepared in an operation according to the process described in DE-PS 28 00 760. After reacting sodium carbonate with hydrogen peroxide in a mother liquor containing kitchen salt and sodium hexametaphosphate and crystallising the sodium percarbonate, the latter was separated as far as possible from the mother liquor as a wet salt in the first compartment of a two-chambered screen-conveyor centrifuge.